From a dataset of the Open Reaction Database (ORD), a public repository of structured organic reaction records. describe an organic reaction: reactants, conditions, products, and yield Starting materials: CC(C)(C)OC(=O)N1CCC2(CCN(S(C)(=O)=O)CC2)C1, CCOC(C)=O, Cl. Yields the product Cl, CS(=O)(=O)N1CCC2(CCNC2)CC1. RXN SMILES: [C:1]([O:2][C:3](=[O:4])[N:8]1[CH2:9][C:10]2([CH2:11][CH2:12]1)[CH2:13][CH2:14][N:15]([S:18](=[O:19])(=[O:20])[CH3:21])[CH2:16][CH2:17]2)([CH3:5])([CH3:6])[CH3:7].[CH3:23][CH2:24][O:25][C:26](=[O:27])[CH3:28].[ClH:22]>>[ClH:22].[NH:8]1[CH2:9][C:10]2([CH2:11][CH2:12]1)[CH2:13][CH2:14][N:15]([S:18](=[O:19])(=[O:20])[CH3:21])[CH2:16][CH2:17]2.